Dataset: the Open Reaction Database (ORD), a public repository of structured organic reaction records. Task: describe an organic reaction: reactants, conditions, products, and yield The reactants are CC1N(C(CCC1)C)CCNC(=O)C=1C=CC(=C(C1)NC(=O)C1=CN=C2N1C=CC(=C2)C=2N(N=CC2)C)F (7-(2-Methyl-2H-pyrazol-3-yl)-imidazo[1,2-a]pyridine-3-carboxylic Acid {5-[2-(2,6-dimethyl-piperidin-1-yl)-ethylcarbamoyl]-2-fluoro-phenyl}-amide), C(CC(O)(C(=O)O)CC(=O)O)(=O)O (citric acid). The solvent is C(C)O (ethanol), CC(=O)C (acetone). Run at temperature 55 celsius, time 2 hour. Product: C(CC(O)(C(=O)O)CC(=O)O)(=O)O.C[C@@H]1N([C@@H](CCC1)C)CCNC(=O)C=1C=CC(=C(C1)NC(=O)C1=CN=C2N1C=CC(=C2)C2=CC=NN2C)F (N-(5-((2-(2,6-cis-Dimethylpiperidin-1-yl)ethyl)carbamoyl)-2-fluorophenyl)-7-(1-methyl-1H-pyrazol-5-yl)imidazo[1,2-a]pyridine-3-carboxamide Citric Acid). RXN SMILES: [CH3:1][CH:2]1[CH2:7][CH2:6][CH2:5][CH:4]([CH3:8])[N:3]1[CH2:9][CH2:10][NH:11][C:12]([C:14]1[CH:15]=[CH:16][C:17]([F:38])=[C:18]([NH:20][C:21]([C:23]2[N:27]3[CH:28]=[CH:29][C:30]([C:32]4[N:33]([CH3:37])[N:34]=[CH:35][CH:36]=4)=[CH:31][C:26]3=[N:25][CH:24]=2)=[O:22])[CH:19]=1)=[O:13].[C:39]([OH:51])(=[O:50])[CH2:40][C:41]([CH2:46][C:47]([OH:49])=[O:48])([C:43]([OH:45])=[O:44])[OH:42]>C(O)C.CC(C)=O>[C:39]([OH:51])(=[O:50])[CH2:40][C:41]([CH2:46][C:47]([OH:49])=[O:48])([C:43]([OH:45])=[O:44])[OH:42].[CH3:1][C@H:2]1[CH2:7][CH2:6][CH2:5][C@@H:4]([CH3:8])[N:3]1[CH2:9][CH2:10][NH:11][C:12]([C:14]1[CH:15]=[CH:16][C:17]([F:38])=[C:18]([NH:20][C:21]([C:23]2[N:27]3[CH:28]=[CH:29][C:30]([C:32]4[N:33]([CH3:37])[N:34]=[CH:35][CH:36]=4)=[CH:31][C:26]3=[N:25][CH:24]=2)=[O:22])[CH:19]=1)=[O:13] |f:4.5|. Reported procedure: 7-(2-Methyl-2H-pyrazol-3-yl)-imidazo[1,2-a]pyridine-3-carboxylic acid {5-[2-(2,6-dimethyl-piperidin-1-yl)-ethylcarbamoyl]-2-fluoro-phenyl}-amide (step 3) (480 g) was suspended in ethanol (2300 mL) in a 5000 mL four-necked flask equipped with thermometer, reflux condenser and a nitrogen inlet. The mixture was heated to 55° C. and the suspension gradually became clear. A solution of citric acid (180 g) in acetone (2.4 L) was added over 1 h and the internal temperature was controlled at 45-50° C. T...